From a dataset of the Open Reaction Database (ORD), a public repository of structured organic reaction records. describe an organic reaction: reactants, conditions, products, and yield The reactants are COCC1=C(N=CC=2NC3=CC=CC=C3C12)C(=O)OCCN1CCOCC1 (2-(4-morpholinyl)ethyl 4-(methoxymethyl)-9H-β-carboline-3-carboxylate), [H-].[Na+] (sodium hydride), [N+](=O)([O-])C=1C=C(CCl)C=C(C1)[N+](=O)[O-] (3,5-dinitrobenzyl chloride). The solvent is CN(C)C=O (DMF). The product is [N+](=O)([O-])C=1C=C(CN2C3=CC=CC=C3C=3C(=C(N=CC23)C(=O)OCCN2CCOCC2)COC)C=C(C1)[N+](=O)[O-] (2-(4-morpholinyl)ethyl 9-(3,5-dinitrobenzyl)-4-(methoxymethyl)-9H-β-carboline-3-carboxylate). The yield is 72.1%. Reaction SMILES: [CH3:1][O:2][CH2:3][C:4]1[C:16]2[C:15]3[C:10](=[CH:11][CH:12]=[CH:13][CH:14]=3)[NH:9][C:8]=2[CH:7]=[N:6][C:5]=1[C:17]([O:19][CH2:20][CH2:21][N:22]1[CH2:27][CH2:26][O:25][CH2:24][CH2:23]1)=[O:18].[H-].[Na+].[N+:30]([C:33]1[CH:34]=[C:35]([CH:38]=[C:39]([N+:41]([O-:43])=[O:42])[CH:40]=1)[CH2:36]Cl)([O-:32])=[O:31]>CN(C=O)C>[N+:30]([C:33]1[CH:34]=[C:35]([CH:38]=[C:39]([N+:41]([O-:43])=[O:42])[CH:40]=1)[CH2:36][N:9]1[C:8]2[CH:7]=[N:6][C:5]([C:17]([O:19][CH2:20][CH2:21][N:22]3[CH2:27][CH2:26][O:25][CH2:24][CH2:23]3)=[O:18])=[C:4]([CH2:3][O:2][CH3:1])[C:16]=2[C:15]2[C:10]1=[CH:11][CH:12]=[CH:13][CH:14]=2)([O-:32])=[O:31] |f:1.2|. Reported procedure: The title compound was prepared according to Method A, using 2-(4-morpholinyl)ethyl 4-(methoxymethyl)-9H-β-carboline-3-carboxylate (100 mg, 0.27 mmol), sodium hydride (0.30 mmol, 12 mg of 60% mineral oil suspension), and 3,5-dinitrobenzyl chloride (65 mg, 0.30 mmol) in DMF (2 mL). Purification of the crude material by preparative thin layer chromatography with ethyl acetate/hexane (7:3) afforded 2-(4-morpholinyl)ethyl 9-(3,5-dinitrobenzyl)-4-(methoxymethyl)-9H-β-carboline-3-carboxylate (107 mg, ... Starting materials: CC(=O)C.OS(=O)(=O)O.O=[Cr](=O)=O (Jones reagent), C[C@@]12OCC[C@H]1[C@@H]1CC=C3C[C@H](CC[C@]3(C)[C@H]1CC2)O (17-oxaandrost-5-en-3β-ol), CC(=O)C (acetone). Run in O (Water). Run at time 20 minute. Product: C[C@@]12OCC[C@H]1[C@@H]1CCC3=CC(CC[C@]3(C)[C@H]1CC2)=O (17-oxaandrost-4-en-3-one). The yield is 50.6%. RXN SMILES: CC(C)=O.OS(O)(=O)=O.O=[Cr](=O)=O.[CH3:14][C@:15]12[CH2:32][CH2:31][C@H:30]3[C@@H:20]([CH2:21][CH:22]=[C:23]4[C@:28]3([CH3:29])[CH2:27][CH2:26][C@H:25]([OH:33])[CH2:24]4)[C@@H:19]1[CH2:18][CH2:17][O:16]2.CC(C)=O>O>[CH3:14][C@:15]12[CH2:32][CH2:31][C@H:30]3[C@@H:20]([CH2:21][CH2:22][C:23]4[C@:28]3([CH3:29])[CH2:27][CH2:26][C:25](=[O:33])[CH:24]=4)[C@@H:19]1[CH2:18][CH2:17][O:16]2 |f:0.1.2|. Procedure: 0.2 ml of Jones reagent was added dropwise at 0° C. to a mixture of 203 mg of 17-oxaandrost-5-en-3β-ol and 20 ml of acetone, and the mixture was stirred for 20 minutes. Water was added to the reaction mixture and the product was extracted with ethyl acetate. The extract was washed with 5% aqueous sodium bicarbonate solution and saturated saline, and dried over anhydrous magnesium sulfate. The solvent was distilled out, and the resultant 17-oxaandrost-5-en-3-one was dissolved in 10 ml of acetone....